describe an organic reaction: reactants, conditions, products, and yield From a dataset of the Open Reaction Database (ORD), a public repository of structured organic reaction records. Reactants: three, ·THF, C1CCOC1 (THF), BH3, CC1(CCCCC1)C(=O)O (1-Methyl cyclohexanecarboxylic acid). Run at time 5 minute. Yields the product CC(O)C1CCCCC1 (1-methyl-1-cyclohexylmethanol). Reaction SMILES: C[C:2]1([C:8]([OH:10])=O)[CH2:7][CH2:6][CH2:5][CH2:4][CH2:3]1.[CH2:11]1COCC1>>[CH3:11][CH:8]([CH:2]1[CH2:3][CH2:4][CH2:5][CH2:6][CH2:7]1)[OH:10]. Procedure details: A three liter three necked round bottom flask was equipped with a thermometer, magnetic stirrer, argon inlet and outlet adapters and a one liter addition funnel containing 922 ml of 1.0 molar BH3 ·THF. 1-Methyl cyclohexanecarboxylic acid (119.2 g; 0.84 mole) was added to the reaction vessel and dissolved in 100 ml of THF. The reaction mixture was cooled with an ice bath to 5° C. the BH3 ·THF was added dropwise over 25 min maintaining the temperature between 5°-15° C. After the addition was compl...